Dataset: the Open Reaction Database (ORD), a public repository of structured organic reaction records. Task: describe an organic reaction: reactants, conditions, products, and yield Reactants: C(=O)N1CCN(CC1)S(=O)(=O)C1=CC2=CC=CC=C2C=C1 (1-formyl-4-(2-naphthalenesulfonyl)piperazine), Cl (hydrochloric acid). The solvent is C(C)O (ethanol). Conditions: time 5 hour. The product is Cl.C1=C(C=CC2=CC=CC=C12)S(=O)(=O)N1CCNCC1 (1-(2-naphthalenesulfonyl)piperazine hydrochloride). Reaction SMILES: C([N:3]1[CH2:8][CH2:7][N:6]([S:9]([C:12]2[CH:21]=[CH:20][C:19]3[C:14](=[CH:15][CH:16]=[CH:17][CH:18]=3)[CH:13]=2)(=[O:11])=[O:10])[CH2:5][CH2:4]1)=O.[ClH:22]>C(O)C>[ClH:22].[CH:13]1[C:14]2[C:19](=[CH:18][CH:17]=[CH:16][CH:15]=2)[CH:20]=[CH:21][C:12]=1[S:9]([N:6]1[CH2:7][CH2:8][NH:3][CH2:4][CH2:5]1)(=[O:11])=[O:10] |f:3.4|. Procedure: To 1-formyl-4-(2-naphthalenesulfonyl)piperazine was added ethanol (30 ml) and 1 N hydrochloric acid (100 ml), and the solution was stirred for 5 hours under reflux. The reaction solution was concentrated, and the residue was washed with ethyl acetate and dried under reduced pressure to give 1-(2-naphthalenesulfonyl)piperazine hydrochloride (43.3 g). Starting materials: S(=O)(Cl)Cl (thionyl chloride), C(C)O (ethanol), FC(C(C1=C2C=CN(C2=C(C=C1SC)C)S(=O)(=O)C1=CC=C(C)C=C1)(O)C1=NC2=C(N1COCC[Si](C)(C)C)C=CC(=C2)C#N)(F)F ((±)-2-(2,2,2-trifluoro-1-hydroxy-1-(7-methyl-5-(methylthio)-1-tosyl-1H-indol-4-yl)ethyl)-1-((2-(trimethylsilyl)ethoxy)methyl)-1H-benzo[d]imidazole-5-carbonitrile), FC(C(C1=C2C=CN(C2=C(C=C1SC)C)S(=O)(=O)C1=CC=C(C)C=C1)(O)C1=NC2=C(N1COCC[Si](C)(C)C)C=C(C=C2)C#N)(F)F ((±)-2-(2,2,2-trifluoro-1-hydroxy-1-(7-methyl-5-(methylthio)-1-tosyl-1H-indol-4-yl)ethyl)-1-((2-(trimethylsilyl)ethoxy)methyl)-1H-benzo[d]imidazole-6-carbonitrile), Cl (HCl). The reagents and catalysts are CN(C)C=O (DMF). Run in N (ammonia). Reaction conditions: temperature 60 celsius. Yields the product NC(C(F)(F)F)(C1=C2C=CN(C2=C(C=C1SC)C)S(=O)(=O)C1=CC=C(C)C=C1)C1=NC2=C(N1)C=CC(=C2)C#N ((±)-2-(1-Amino-2,2,2-trifluoro-1-(7-methyl-5-(methylthio)-1-tosyl-1H-indol-4-yl)ethyl)-1H-benzo[d]imidazole-5-carbonitrile). As a reaction SMILES: [F:1][C:2]([F:47])([F:46])[C:3]([C:27]1[N:31](COCC[Si](C)(C)C)[C:30]2[CH:40]=[CH:41][C:42]([C:44]#[N:45])=[CH:43][C:29]=2[N:28]=1)(O)[C:4]1[C:12]([S:13][CH3:14])=[CH:11][C:10]([CH3:15])=[C:9]2[C:5]=1[CH:6]=[CH:7][N:8]2[S:16]([C:19]1[CH:25]=[CH:24][C:22]([CH3:23])=[CH:21][CH:20]=1)(=[O:18])=[O:17].FC(F)(F)C(C1N(COCC[Si](C)(C)C)C2C=C(C#N)C=CC=2N=1)(O)C1C(SC)=CC(C)=C2C=1C=C[N:55]2S(C1C=CC(C)=CC=1)(=O)=O.Cl.S(Cl)(Cl)=O.C(O)C>CN(C=O)C.N>[NH2:55][C:3]([C:27]1[NH:31][C:30]2[CH:40]=[CH:41][C:42]([C:44]#[N:45])=[CH:43][C:29]=2[N:28]=1)([C:4]1[C:12]([S:13][CH3:14])=[CH:11][C:10]([CH3:15])=[C:9]2[C:5]=1[CH:6]=[CH:7][N:8]2[S:16]([C:19]1[CH:20]=[CH:21][C:22]([CH3:23])=[CH:24][CH:25]=1)(=[O:17])=[O:18])[C:2]([F:47])([F:46])[F:1]. Procedure: To a mixture of (±)-2-(2,2,2-trifluoro-1-hydroxy-1-(7-methyl-5-(methylthio)-1-tosyl-1H-indol-4-yl)ethyl)-1-((2-(trimethylsilyl)ethoxy)methyl)-1H-benzo[d]imidazole-5-carbonitrile and (±)-2-(2,2,2-trifluoro-1-hydroxy-1-(7-methyl-5-(methylthio)-1-tosyl-1H-indol-4-yl)ethyl)-1-((2-(trimethylsilyl)ethoxy)methyl)-1H-benzo[d]imidazole-6-carbonitrile (Example 14-A) (425 mg, 0.6 mmol) was added HCl (1.25M in MeOH, 4.85 mL, 6.06 mmol) and the mixture was stirred at 60° C. After 40 minutes the mixture was c...